From a dataset of the Open Reaction Database (ORD), a public repository of structured organic reaction records. describe an organic reaction: reactants, conditions, products, and yield Starting materials: CCOc1ccc(CC2(C(=O)OC)CCCO2)cc1, CCO, [Na+], [OH-]. The product is CCOc1ccc(CC2(C(=O)O)CCCO2)cc1. As a reaction SMILES: [CH2:1]([CH3:2])[O:3][c:4]1[cH:5][cH:6][c:7]([CH2:8][C:9]2([C:14](=[O:15])[O:16][CH3:17])[O:10][CH2:11][CH2:12][CH2:13]2)[cH:18][cH:19]1.[CH3:22][CH2:23][OH:24].[Na+:21].[OH-:20]>>[CH2:1]([CH3:2])[O:3][c:4]1[cH:5][cH:6][c:7]([CH2:8][C:9]2([C:14](=[O:15])[OH:16])[O:10][CH2:11][CH2:12][CH2:13]2)[cH:18][cH:19]1. Reactants: C1(=CC=C(C=C1)C#N)C (p-tolunitrile), C[O-].[Na+] (sodium methoxide), [Cl-].[NH4+] (Ammonium chloride). Solvent: CO (methanol). Conditions: time 5 day. Product: Cl.C1(=CC=C(C=C1)C(=N)N)C (p-Toluamidine Monohydrochloride). The yield is 31.0%. RXN SMILES: [C:1]1([CH3:9])[CH:6]=[CH:5][C:4]([C:7]#[N:8])=[CH:3][CH:2]=1.C[O-].[Na+].[Cl-:13].[NH4+:14]>CO>[ClH:13].[C:1]1([CH3:9])[CH:6]=[CH:5][C:4]([C:7]([NH2:14])=[NH:8])=[CH:3][CH:2]=1 |f:1.2,3.4,6.7|. Procedure: To a solution of p-tolunitrile (10.0 g) in methanol (85 mlb) was added sodium methoxide (0.46 g) and the reaction was stirred at room temperature for 5 days. Ammonium chloride (4.6 g) was added and the reaction was stirred overnight. The reaction was filtered and the filtrate concentrated to an oil. After the addition of ether the off-white precipitate was collected and dried to give the title compound (4.52 g). Electrospray MS m/z 135 [M+H]+. The reactants are CSC1=C(C=O)C=CC=C1 (2-(methylthio)benzaldehyde), BrBr (bromine). Reagents/catalysts: [Fe](Br)(Br)Br (iron(III) bromide). The solvent is C1(=CC=CC=C1)Cl (PhCl), C1(=CC=CC=C1)Cl (PhCl). Run at temperature 70 celsius, time 5 hour. Product: BrC=1C=CC(=C(C=O)C1)SC (5-bromo-2-(methylthio)benzaldehyde). Reaction SMILES: [CH3:1][S:2][C:3]1[CH:10]=[CH:9][CH:8]=[CH:7][C:4]=1[CH:5]=[O:6].[Br:11]Br>C1(Cl)C=CC=CC=1.[Fe](Br)(Br)Br>[Br:11][C:8]1[CH:9]=[CH:10][C:3]([S:2][CH3:1])=[C:4]([CH:7]=1)[CH:5]=[O:6]. Reported procedure: In a 100 mL 2-neck round-bottomed flask 2-(methylthio)benzaldehyde (5 grams, 32.8 mmol) and iron(III) bromide (0.485 grams, 1.642 mmol) were dissolved in PhCl (10 ml) to give a brown solution. The reaction mixture was heated to 70° C. and treated dropwise with a solution of bromine (1.78 mL, 34.5 mmol) in PhCl (8 mL) via an addition funnel. The mixture was heated at 70° C. After 5 hours, the heating source was removed and the reaction was cooled to room temperature. The reaction mixture was quen... The reactants are [NH4+].[Cl-] (NH4Cl), C(C)C1=C(NC2=CC=C(C=C12)[N+](=O)[O-])C(=O)O (ethyl 5-Nitro-2-carboxy-indole), [OH-].[K+] (KOH), C(CC)Br (propyl bromide), C1(=CC=CC=C1)C (toluene). The solvent is CS(=O)C (DMSO), CS(=O)C (DMSO). Run at time 30 minute. Yields the product C(C)OC(=O)C=1N(C2=CC=C(C=C2C1)[N+](=O)[O-])CCC (5-Nitro-1-propyl-1H-indole-2-carboxylic acid ethyl ester). The yield is 95.0%. Reaction SMILES: C([C:3]1[C:11]2[C:6](=[CH:7][CH:8]=[C:9]([N+:12]([O-:14])=[O:13])[CH:10]=2)[NH:5][C:4]=1[C:15]([OH:17])=[O:16])C.[OH-].[K+].[CH2:20](Br)[CH2:21][CH3:22].[NH4+].[Cl-].[C:26]1(C)C=CC=C[CH:27]=1>CS(C)=O>[CH2:26]([O:17][C:15]([C:4]1[N:5]([CH2:20][CH2:21][CH3:22])[C:6]2[C:11]([CH:3]=1)=[CH:10][C:9]([N+:12]([O-:14])=[O:13])=[CH:8][CH:7]=2)=[O:16])[CH3:27] |f:1.2,4.5|. Reported procedure: To 3.69 g (15.75 mmol) of commercial ethyl 5-Nitro-2-carboxy-indole dissolved in 35 mL of DMSO was added 2.01 g (31.5 mmol) of KOH. The reaction was stirred vigourously for 30 mins., at which time 2.86 mL (31.5 mmol) of propyl bromide was added. After 4 hours an additional 5 mL DMSO was added and the reaction was reacted overnight. 1 mL 5% aqueous NH4Cl was added and poured into toluene (150 mL) and washed with saturated NaHCO3 (100 mL). The aqueous layer was extracted twice with toluene (75 mL ... Starting materials: [Al+3], CCC(=O)N1Cc2ccccc2C2(Cc3ccccc3O2)C1, Cl, [H-], [H-], [H-], [H-], [Li+], C1CCOC1. Product: CCCN1Cc2ccccc2C2(Cc3ccccc3O2)C1, Cl. As a reaction SMILES: [Al+3:2].[C:7]([CH2:8][CH3:9])(=[O:10])[N:11]1[CH2:12][c:13]2[cH:14][cH:15][cH:16][cH:17][c:18]2[C:19]2([O:20][c:21]3[c:22]([cH:24][cH:25][cH:26][cH:27]3)[CH2:23]2)[CH2:28]1.[ClH:29].[H-:1].[H-:4].[H-:5].[H-:6].[Li+:3].[O:30]1[CH2:31][CH2:32][CH2:33][CH2:34]1>>[CH2:7]([CH2:8][CH3:9])[N:11]1[CH2:12][c:13]2[cH:14][cH:15][cH:16][cH:17][c:18]2[C:19]2([O:20][c:21]3[c:22]([cH:24][cH:25][cH:26][cH:27]3)[CH2:23]2)[CH2:28]1.[ClH:29].